This data is from the Open Reaction Database (ORD), a public repository of structured organic reaction records. The task is: describe an organic reaction: reactants, conditions, products, and yield Reactants: CC[O-], CC[O-], CC[O-], CC[O-], COc1c(C(C)CC(O)(C=O)C(F)(F)F)ccc(Cl)c1F, Nc1cccc2[nH]c(=O)ccc12, [Ti+4]. Yields the product COc1c(C(C)CC(O)(C=Nc2cccc3[nH]c(=O)ccc23)C(F)(F)F)ccc(Cl)c1F. RXN SMILES: [CH3:34][CH2:35][O-:36].[CH3:37][CH2:38][O-:39].[CH3:40][CH2:41][O-:42].[CH3:43][CH2:44][O-:45].[Cl:1][c:2]1[c:3]([F:21])[c:4]([O:19][CH3:20])[c:5]([CH:8]([CH2:9][C:10]([CH:11]=[O:12])([C:13]([F:14])([F:15])[F:16])[OH:17])[CH3:18])[cH:6][cH:7]1.[NH2:22][c:23]1[c:24]2[cH:25][cH:26][c:27](=[O:33])[nH:28][c:29]2[cH:30][cH:31][cH:32]1.[Ti+4:46]>>[Cl:1][c:2]1[c:3]([F:21])[c:4]([O:19][CH3:20])[c:5]([CH:8]([CH2:9][C:10]([CH:11]=[N:22][c:23]2[c:24]3[cH:25][cH:26][c:27](=[O:33])[nH:28][c:29]3[cH:30][cH:31][cH:32]2)([C:13]([F:14])([F:15])[F:16])[OH:17])[CH3:18])[cH:6][cH:7]1. Reactants: COc1cc(Nc2c(C#N)cnc3cc(Br)ccc23)c(Cl)cc1Cl, Brc1cc(CN2CCOCC2)cs1. The product is COc1cc(Nc2c(C#N)cnc3cc(-c4cc(CN5CCOCC5)cs4)ccc23)c(Cl)cc1Cl. Reaction SMILES: [Br:1][c:2]1[cH:3][cH:4][c:5]2[c:6]([NH:14][c:15]3[c:16]([Cl:24])[cH:17][c:18]([Cl:23])[c:19]([O:21][CH3:22])[cH:20]3)[c:7]([C:12]#[N:13])[cH:8][n:9][c:10]2[cH:11]1.[Br:25][c:26]1[cH:27][c:28]([CH2:31][N:32]2[CH2:33][CH2:34][O:35][CH2:36][CH2:37]2)[cH:29][s:30]1>>[c:2]1(-[c:26]2[cH:27][c:28]([CH2:31][N:32]3[CH2:33][CH2:34][O:35][CH2:36][CH2:37]3)[cH:29][s:30]2)[cH:3][cH:4][c:5]2[c:6]([NH:14][c:15]3[c:16]([Cl:24])[cH:17][c:18]([Cl:23])[c:19]([O:21][CH3:22])[cH:20]3)[c:7]([C:12]#[N:13])[cH:8][n:9][c:10]2[cH:11]1. The reactants are NC=1C=C(C(=NC1)OCC[C@H]1[C@H](C1)C1CCN(CC1)C(=O)OCC1=CC=CC=C1)C (benzyl 4-((1R,2S)-2-{-[(5-amino-3-methylpyridin-2-yl)oxy]ethyl}cyclopropyl)piperidine-1-carboxylate), [N-]=[N+]=[N-].[Na+] (sodium azide), C(OCC)(OCC)OCC (triethyl orthoformate). The solvent is C(C)(=O)O (acetic acid). Reaction conditions: temperature 60 celsius, time 3 hour. The product is CC=1C(=NC=C(C1)N1N=NN=C1)OCC[C@H]1[C@H](C1)C1CCN(CC1)C(=O)OCC1=CC=CC=C1 (benzyl 4-[(1R,2S)-2-(2-{[3-methyl-5-(1H-tetrazol-1-yl)pyridin-2-yl]oxy}ethyl)cyclopropyl]piperidine-1-carboxylate). RXN SMILES: [NH2:1][C:2]1[CH:3]=[C:4]([CH3:30])[C:5]([O:8][CH2:9][CH2:10][C@@H:11]2[CH2:13][C@@H:12]2[CH:14]2[CH2:19][CH2:18][N:17]([C:20]([O:22][CH2:23][C:24]3[CH:29]=[CH:28][CH:27]=[CH:26][CH:25]=3)=[O:21])[CH2:16][CH2:15]2)=[N:6][CH:7]=1.[N-:31]=[N+:32]=[N-:33].[Na+].[CH:35](OCC)(OCC)OCC>C(O)(=O)C>[CH3:30][C:4]1[C:5]([O:8][CH2:9][CH2:10][C@@H:11]2[CH2:13][C@@H:12]2[CH:14]2[CH2:19][CH2:18][N:17]([C:20]([O:22][CH2:23][C:24]3[CH:25]=[CH:26][CH:27]=[CH:28][CH:29]=3)=[O:21])[CH2:16][CH2:15]2)=[N:6][CH:7]=[C:2]([N:1]2[CH:35]=[N:33][N:32]=[N:31]2)[CH:3]=1 |f:1.2|. Procedure details: To a solution of benzyl 4-((1R,2S)-2-{-[(5-amino-3-methylpyridin-2-yl)oxy]ethyl}cyclopropyl)piperidine-1-carboxylate (1.20 g, 2.93 mmol) in acetic acid (50 mL) was added sodium azide (762 mg, 11.72 mmol) followed by triethyl orthoformate (1.95 mL, 11.72 mmol) and the resulting solution was heated to 60° C. and stirred for 3 hours. The volatiles were removed in vacuo and the residue was partitioned between NaHCO3 and ethyl acetate. The aqueous was again extracted with ethyl acetate (100 mL). The ...